From a dataset of the Open Reaction Database (ORD), a public repository of structured organic reaction records. describe an organic reaction: reactants, conditions, products, and yield The reactants are CS(=O)(=O)N (methane sulfonamide), C1(CC1)C=1C(=CC(=C(C(=O)O)C1)F)OCC1(CCCCC1)F (5-cyclopropyl-2-fluoro-4-((1-fluorocyclohexyl)methoxy)benzoic acid), N1(CCC1)S(=O)(=O)N (azetidine-1-sulfonamide), C(#N)C1(C2CC3CC(CC1C3)C2)COC2=CC(=C(C(=O)O)C=C2C2CC2)F (4-((2-cyanoadamantan-2-yl)methoxy)-5-cyclopropyl-2-fluorobenzoic acid). Procedure: Following the procedure as described in Example 332 Step 7 and making non-critical variations to replace methane sulfonamide with azetidine-1-sulfonamide and to replace 4-((2-cyanoadamantan-2-yl)methoxy)-5-cyclopropyl-2-fluorobenzoic acid with 5-cyclopropyl-2-fluoro-4-((1-fluorocyclohexyl)methoxy)benzoic acid, the title compound was obtained following purification by reverse-phase HPLC as a colorless powder (0.037 g, 37%): 1H NMR (300 MHz, DMSO-d6) 11.64 (br s, 1H), 7.15 (d, J=8.3 Hz, 1H), 7.02 ... Yields the product N1(CCC1)S(=O)(=O)NC(C1=C(C=C(C(=C1)C1CC1)OCC1(CCCCC1)F)F)=O (N-(azetidin-1-ylsulfonyl)-5-cyclopropyl-2-fluoro-4-((1-fluorocyclohexyl)methoxy)benzamide). As a reaction SMILES: CS(N)(=O)=O.[N:6]1([S:10]([NH2:13])(=[O:12])=[O:11])[CH2:9][CH2:8][CH2:7]1.C(C1(COC2C(C3CC3)=CC(C(O)=O)=C(F)C=2)C2CC3CC(CC1C3)C2)#N.[CH:41]1([C:44]2[C:45]([O:54][CH2:55][C:56]3([F:62])[CH2:61][CH2:60][CH2:59][CH2:58][CH2:57]3)=[CH:46][C:47]([F:53])=[C:48]([CH:52]=2)[C:49](O)=[O:50])[CH2:43][CH2:42]1>>[N:6]1([S:10]([NH:13][C:49](=[O:50])[C:48]2[CH:52]=[C:44]([CH:41]3[CH2:42][CH2:43]3)[C:45]([O:54][CH2:55][C:56]3([F:62])[CH2:57][CH2:58][CH2:59][CH2:60][CH2:61]3)=[CH:46][C:47]=2[F:53])(=[O:12])=[O:11])[CH2:9][CH2:8][CH2:7]1.